This data is from the Open Reaction Database (ORD), a public repository of structured organic reaction records. The task is: describe an organic reaction: reactants, conditions, products, and yield Starting materials: COC=1C=C(N)C=C(C1OC)OC (3,4,5-trimethoxyaniline), [H-].[Na+] (sodium hydride), O (water), COC1=CC=CC2=C1CCC=1C=NC(=NC21)SC (7-methoxy-2-methylthio-5,6-dihydrobenzo[h]quinazoline). Run in O1CCCC1 (tetrahydrofuran). Conditions: time 15 minute. Yields the product COC1=CC=CC2=C1CCC=1C=NC(=NC21)NC2=CC(=C(C(=C2)OC)OC)OC (7-methoxy-2-(3,4,5-trimethoxyanilino)-5,6-dihydrobenzo[h]quinazoline). The yield is 77.4%. Reaction SMILES: [CH3:1][O:2][C:3]1[CH:4]=[C:5]([CH:7]=[C:8]([O:12][CH3:13])[C:9]=1[O:10][CH3:11])[NH2:6].[H-].[Na+].[CH3:16][O:17][C:18]1[C:23]2[CH2:24][CH2:25][C:26]3[CH:27]=[N:28][C:29](SC)=[N:30][C:31]=3[C:22]=2[CH:21]=[CH:20][CH:19]=1.O>O1CCCC1>[CH3:16][O:17][C:18]1[C:23]2[CH2:24][CH2:25][C:26]3[CH:27]=[N:28][C:29]([NH:6][C:5]4[CH:7]=[C:8]([O:12][CH3:13])[C:9]([O:10][CH3:11])=[C:3]([O:2][CH3:1])[CH:4]=4)=[N:30][C:31]=3[C:22]=2[CH:21]=[CH:20][CH:19]=1 |f:1.2|. Procedure: To a solution of 3,4,5-trimethoxyaniline (0.401 g) in tetrahydrofuran at room temperature under nitrogen was added sodium hydride (60% oil dispersion, 0.16 g) in portions over 2-3 minutes. The mixture was stirred for 15 minutes, and then 7-methoxy-2-methylthio-5,6-dihydrobenzo[h]quinazoline (0.258 g) was added, and the mixture was refluxed for 4 hours. The reaction mixture was poured into 300 ml of water, and the resulting yellow precipitate filtered off, washed with pentane, and dried under vac... Reactants: C(C1=CC=CC=C1)OC=1C(=NC(=CC1)C=1C(=CC2=C(C(=C(O2)C2=CC=C(C=C2)F)C(NC)=O)C1)N(S(=O)(=O)C)C)C(=O)OC (methyl 3-(benzyloxy)-6-(2-(4-fluorophenyl)-3-(methylcarbamoyl)-6-(N-methylmethylsulfonamido)benzofuran-5-yl)picolinate), O[Li].O (LiOH.H2O). Solvent: O1CCOCC1.O (1,4-dioxane H2O). Reaction conditions: temperature 100 celsius, time 1 hour. The product is C(C1=CC=CC=C1)OC=1C(=NC(=CC1)C=1C(=CC2=C(C(=C(O2)C2=CC=C(C=C2)F)C(NC)=O)C1)N(S(=O)(=O)C)C)C(=O)O (3-(benzyloxy)-6-(2-(4-fluorophenyl)-3-(methylcarbamoyl)-6-(N-methylmethylsulfonamido)benzofuran-5-yl)picolinic acid). Isolated yield 99.0%. Reaction SMILES: [CH2:1]([O:8][C:9]1[C:10]([C:41]([O:43]C)=[O:42])=[N:11][C:12]([C:15]2[C:16]([N:35]([CH3:40])[S:36]([CH3:39])(=[O:38])=[O:37])=[CH:17][C:18]3[O:22][C:21]([C:23]4[CH:28]=[CH:27][C:26]([F:29])=[CH:25][CH:24]=4)=[C:20]([C:30](=[O:33])[NH:31][CH3:32])[C:19]=3[CH:34]=2)=[CH:13][CH:14]=1)[C:2]1[CH:7]=[CH:6][CH:5]=[CH:4][CH:3]=1.O[Li].O>O1CCOCC1.O>[CH2:1]([O:8][C:9]1[C:10]([C:41]([OH:43])=[O:42])=[N:11][C:12]([C:15]2[C:16]([N:35]([CH3:40])[S:36]([CH3:39])(=[O:37])=[O:38])=[CH:17][C:18]3[O:22][C:21]([C:23]4[CH:24]=[CH:25][C:26]([F:29])=[CH:27][CH:28]=4)=[C:20]([C:30](=[O:33])[NH:31][CH3:32])[C:19]=3[CH:34]=2)=[CH:13][CH:14]=1)[C:2]1[CH:3]=[CH:4][CH:5]=[CH:6][CH:7]=1 |f:1.2,3.4|. Procedure: A mixture of methyl 3-(benzyloxy)-6-(2-(4-fluorophenyl)-3-(methylcarbamoyl)-6-(N-methylmethylsulfonamido)benzofuran-5-yl)picolinate (540 mg, 0.87 mmol), LiOH.H2O (110 mg, 2.62 mmol) in 1,4-dioxane/H2O (15 mL/5 mL) under N2 was stirred at 100° C. for 1 h. After being filtrated and acidified with HCl to pH=5, the mixture was extracted with EtOAc, the organic phases were dried and concentrated to afford 3-(benzyloxy)-6-(2-(4-fluorophenyl)-3-(methylcarbamoyl)-6-(N-methylmethylsulfonamido)benzofuran-... Starting materials: CCOB(OCC)OCC, Oc1cccc(O)c1O, Cc1ccc(S(=O)(=O)Cl)cc1. The product is Cc1ccc(S(=O)(=O)Oc2cccc(O)c2O)cc1. Reaction SMILES: [CH3:10][CH2:11][O:12][B:13]([O:14][CH2:15][CH3:16])[O:17][CH2:18][CH3:19].[OH:1][c:2]1[cH:3][cH:4][cH:5][c:6]([OH:7])[c:8]1[OH:9].[S:20](=[O:21])(=[O:22])([c:23]1[cH:24][cH:25][c:26]([CH3:27])[cH:28][cH:29]1)[Cl:30]>>[O:1]([c:2]1[cH:3][cH:4][cH:5][c:6]([OH:7])[c:8]1[OH:9])[S:20](=[O:21])(=[O:22])[c:23]1[cH:24][cH:25][c:26]([CH3:27])[cH:28][cH:29]1. Reactants: NC=1C(=NC2=CC=C(C=C2C1NC)F)C (3-amino-6-fluoro-2-methyl-4-methylaminoquinoline), C(=O)O (formic acid). Product: CN1C=NC=2C(=NC=3C=CC(=CC3C21)F)C (1,4-dimethyl-8-fluoro-1H-imidazo[4,5-c]quinoline). RXN SMILES: [NH2:1][C:2]1[C:3]([CH3:15])=[N:4][C:5]2[C:10]([C:11]=1[NH:12][CH3:13])=[CH:9][C:8]([F:14])=[CH:7][CH:6]=2.[CH:16](O)=O>>[CH3:13][N:12]1[C:11]2[C:10]3[CH:9]=[C:8]([F:14])[CH:7]=[CH:6][C:5]=3[N:4]=[C:3]([CH3:15])[C:2]=2[N:1]=[CH:16]1. Procedure: Using the method of Example 137, 3-amino-6-fluoro-2-methyl-4-methylaminoquinoline (from example 44) was reacted with formic acid to provide 1,4-dimethyl-8-fluoro-1H-imidazo[4,5-c]quinoline, m.p. 184°-186° C. Analysis: Calculated for C12H10FN3 : %C, 67.0; %H, 4.7; %N, 19.5; Found: %C, 66.6; %H, 4.4; %N, 19.7. Reactants: FC=1C=CC2=C(C(N(S2(=O)=O)CCCCBr)=O)C1 (5-fluoro-2-(4-bromobutyl)-1,2-benzisothiazol-3(2H)one 1,1-dioxide), N1=C(N=CC=C1)N1CCNCC1 (1-(2pyrimidinyl)piperazine), C(=O)([O-])[O-].[K+].[K+] (K2CO3). Run in CN(C)C=O (DMF). Product: N1=C(N=CC=C1)N1CCN(CC1)CCCCN1S(C2=C(C1=O)C=C(C=C2)F)(=O)=O (2-(4-(4-(2-pyrimidinyl)-1-piperazinyl)butyl)-5-fluoro-1,2-benzisothiazol- 3(2H)one 1,1-dioxide). RXN SMILES: [F:1][C:2]1[CH:3]=[CH:4][C:5]2[S:9](=[O:11])(=[O:10])[N:8]([CH2:12][CH2:13][CH2:14][CH2:15]Br)[C:7](=[O:17])[C:6]=2[CH:18]=1.[N:19]1[CH:24]=[CH:23][CH:22]=[N:21][C:20]=1[N:25]1[CH2:30][CH2:29][NH:28][CH2:27][CH2:26]1.C([O-])([O-])=O.[K+].[K+]>CN(C=O)C>[N:19]1[CH:24]=[CH:23][CH:22]=[N:21][C:20]=1[N:25]1[CH2:30][CH2:29][N:28]([CH2:15][CH2:14][CH2:13][CH2:12][N:8]2[C:7](=[O:17])[C:6]3[CH:18]=[C:2]([F:1])[CH:3]=[CH:4][C:5]=3[S:9]2(=[O:11])=[O:10])[CH2:27][CH2:26]1 |f:2.3.4|. Reported procedure: 0 02 mol of 5-fluoro-2-(4-bromobutyl)-1,2-benzisothiazol-3(2H)one 1,1-dioxide and 0.02 mol of 1-(2pyrimidinyl)piperazine are stirred with 0.02 mol of K2CO3 in 150 ml of absolute DMF at 100° C. for 1 hour. The mixture is then evaporated. Water is added and the organic substance is taken up in methylene chloride. The dried CH2C12 phase is applied to a silica gel column and eluted with CH2Cl2 /CH3OH (95:5). Reactants: C(C)OC(=O)C1N(CC(C1=O)C)CC1=CC=CC=C1 (1-benzyl-4-methyl-pyrrolidin-3-one-2-carboxylic acid ethyl ester). Solvent: Cl (HCl). Run at temperature 100 celsius. The product is C(C1=CC=CC=C1)N1CC(C(C1)C)=O (1-benzyl-4-methylpyrrolidin-3-one). As a reaction SMILES: C(OC([CH:6]1[C:10](=[O:11])[CH:9]([CH3:12])[CH2:8][N:7]1[CH2:13][C:14]1[CH:19]=[CH:18][CH:17]=[CH:16][CH:15]=1)=O)C>Cl>[CH2:13]([N:7]1[CH2:8][CH:9]([CH3:12])[C:10](=[O:11])[CH2:6]1)[C:14]1[CH:15]=[CH:16][CH:17]=[CH:18][CH:19]=1. Procedure details: A 30.15 g (115.4 mmol) sample of the ester from step c was hydrolyzed and decarboxylated by adding to 280 mL of 1M HCl and heating at 100° C. under reflux conditions for 12 hours. The mixture was then poured over ice and the impurities extracted into methylene chloride. The aqueous solution was then adjusted to pH 8 with potassium carbonate and the product extracted into methylene chloride, which was then dried over anhydrous sodium sulfate. The solvent was removed by evaporation under vacuum, t... Starting materials: N12CCN(CC1)CC2 (1,4-diazabicyclo[2.2.2]octane), OO (hydrogen peroxide), N12CC[N+](CC1)(CC2)[O-] (1,4-diazabicyclo[2.2.2]octane N-oxide), F[B-](F)(F)F.[Na+] (sodium tetrafluoroborate), F[B-](F)(F)F.[H+] (tetrafluoroboric acid), FF (fluorine). Solvent: C(C)#N (acetonitrile). The product is N12CC[N+](CC1)(CC2)[O-] (1,4-Diazabicyclo[2.2.2]octane N-oxide), F[B-](F)(F)F.F[B-](F)(F)F.O[N+]12CC[N+](CC1)(CC2)F (1-hydroxyl-4-fluoro-1,4-diazoniabicyclo [2.2.2]octane bis(tetrafluoroborate)). The yield is 38.0%. As a reaction SMILES: N12CCN(CC1)CC2.OO.[N:11]12[CH2:18][CH2:17][N+:14]([O-:19])([CH2:15][CH2:16]1)[CH2:13][CH2:12]2.[F:20][B-:21]([F:24])([F:23])[F:22].[Na+].[F:26][B-:27]([F:30])([F:29])[F:28].[H+].[F:32]F>C(#N)C>[N:11]12[CH2:18][CH2:17][N+:14]([O-:19])([CH2:15][CH2:16]1)[CH2:13][CH2:12]2.[F:20][B-:21]([F:24])([F:23])[F:22].[F:26][B-:27]([F:30])([F:29])[F:28].[OH:19][N+:14]12[CH2:17][CH2:18][N+:11]([F:32])([CH2:16][CH2:15]1)[CH2:12][CH2:13]2 |f:3.4,5.6,10.11.12|. Procedure details: 1,4-Diazabicyclo[2.2.2]octane N-oxide was prepared by the reaction of 1,4-diazabicyclo[2.2.2]octane with hydrogen peroxide as described by Farkas in J. Chem. Eng. Data (1968) 13,278. A solution of 1,4-diazabicyclo[2.2.2]octane N-oxide (1.28 g, 10 mmole), sodium tetrafluoroborate (1.1 g, 10 mmole), and tetrafluoroboric acid (50% solution, 1.83 g, 10 mmole) in acetonitrile (250 mL) was cooled to -35° C. and treated with a mixture of fluorine in nitrogen (10% V/V, 14 mmole). The reaction was evapor...